From a dataset of the Open Reaction Database (ORD), a public repository of structured organic reaction records. describe an organic reaction: reactants, conditions, products, and yield Starting materials: COC(=O)c1cccc(NCC(=O)CCN2CCC(OC(=O)Nc3ccccc3-c3ccccc3)CC2)c1, CC#N, Cl, [Li+], [OH-], O. The product is O=C(CCN1CCC(OC(=O)Nc2ccccc2-c2ccccc2)CC1)CNc1cccc(C(=O)O)c1. Reaction SMILES: [CH3:1][O:2][C:3]([c:4]1[cH:5][c:6]([NH:10][CH2:11][C:12]([CH2:13][CH2:14][N:15]2[CH2:16][CH2:17][CH:18]([O:21][C:22]([NH:23][c:24]3[c:25](-[c:30]4[cH:31][cH:32][cH:33][cH:34][cH:35]4)[cH:26][cH:27][cH:28][cH:29]3)=[O:36])[CH2:19][CH2:20]2)=[O:37])[cH:7][cH:8][cH:9]1)=[O:38].[CH3:41][C:42]#[N:43].[ClH:44].[Li+:39].[OH-:40].[OH2:45]>>[O:2]=[C:3]([c:4]1[cH:5][c:6]([NH:10][CH2:11][C:12]([CH2:13][CH2:14][N:15]2[CH2:16][CH2:17][CH:18]([O:21][C:22]([NH:23][c:24]3[c:25](-[c:30]4[cH:31][cH:32][cH:33][cH:34][cH:35]4)[cH:26][cH:27][cH:28][cH:29]3)=[O:36])[CH2:19][CH2:20]2)=[O:37])[cH:7][cH:8][cH:9]1)[OH:38]. Reactants: COc1ccc(-c2ccc3cnc(O)nn23)cn1, NC(=O)c1cncc(N)c1. Yields the product COc1ccc(-c2ccc3cnc(Nc4cncc(C(N)=O)c4)nn23)cn1. RXN SMILES: [CH3:1][O:2][c:3]1[cH:4][cH:5][c:6](-[c:9]2[cH:10][cH:11][c:12]3[cH:13][n:14][c:15]([OH:18])[n:16][n:17]23)[cH:7][n:8]1.[NH2:19][c:20]1[cH:21][n:22][cH:23][c:24]([C:25](=[O:26])[NH2:27])[cH:28]1>>[CH3:1][O:2][c:3]1[cH:4][cH:5][c:6](-[c:9]2[cH:10][cH:11][c:12]3[cH:13][n:14][c:15]([NH:19][c:20]4[cH:21][n:22][cH:23][c:24]([C:25](=[O:26])[NH2:27])[cH:28]4)[n:16][n:17]23)[cH:7][n:8]1. Starting materials: solution, [H-].C(C(C)C)[Al+]CC(C)C (diisobutylaluminum hydride), C(C)OC(=O)C1=NC2=CC=C(C=C2C(=N1)NCC1=CC2=C(C=C1)OCO2)Cl (2-ethoxycarbonyl-4-(3,4-methylenedioxybenzyl)amino-6-chloroquinazoline), C(Cl)Cl (methylene chloride), O1CCCC1 (tetrahydrofuran). Solvent: C1(=CC=CC=C1)C (toluene), CO (methanol). The product is C(=O)C1=NC2=C(C=CC=C2C(=N1)NCC1=CC2=C(C=C1)OCO2)Cl (2-Formyl-4-(3,4-methylenedioxybenzyl)amino-8-chloroquinazoline). Isolated yield 52.0%. As a reaction SMILES: C([O:3][C:4]([C:6]1[N:15]=[C:14]([NH:16][CH2:17][C:18]2[CH:23]=[CH:22][C:21]3[O:24][CH2:25][O:26][C:20]=3[CH:19]=2)[C:13]2[C:8](=[CH:9][CH:10]=[C:11](Cl)[CH:12]=2)[N:7]=1)=O)C.C(Cl)[Cl:29].O1CCCC1.[H-].C([Al+]CC(C)C)C(C)C>C1(C)C=CC=CC=1.CO>[CH:4]([C:6]1[N:15]=[C:14]([NH:16][CH2:17][C:18]2[CH:23]=[CH:22][C:21]3[O:24][CH2:25][O:26][C:20]=3[CH:19]=2)[C:13]2[C:8](=[C:9]([Cl:29])[CH:10]=[CH:11][CH:12]=2)[N:7]=1)=[O:3] |f:3.4|. Procedure details: 0.50 g (0.0013 mol) of 2-ethoxycarbonyl-4-(3,4-methylenedioxybenzyl)amino-6-chloroquinazoline was dissolved in a solvent mixture comprising 20 ml of methylene chloride and 20 ml of tetrahydrofuran. 2.6 ml of a 1.0M solution of diisobutylaluminum hydride in toluene was dropped into the solution prepared above at -78° C. under stirring. The obtained mixture was stirred at -78° C. for several hours, followed by the addition of 20 ml of methanol. The obtained mixture was distilled under a reduced pr...